This data is from the Open Reaction Database (ORD), a public repository of structured organic reaction records. The task is: describe an organic reaction: reactants, conditions, products, and yield Reactants: C(C)(C)(C)OC(=O)N1[C@H](C[C@@H](C1)OC=O)C(=O)OC ((2R,4S)-1-t-butoxycarbonyl-4-formyloxy-2-methoxycarbonylpyrrolidine), [OH-].[Na+] (sodium hydroxide). Run in CO (methanol). Conditions: time 25 minute. Yields the product C(C)(C)(C)OC(=O)N1[C@H](C[C@@H](C1)O)C(=O)OC ((2R,4S)-1-t-butoxycarbonyl-4-hydroxy-2-methoxycarbonylpyrrolidine). The yield is 99.8%. Reaction SMILES: [C:1]([O:5][C:6]([N:8]1[CH2:12][C@@H:11]([O:13]C=O)[CH2:10][C@@H:9]1[C:16]([O:18][CH3:19])=[O:17])=[O:7])([CH3:4])([CH3:3])[CH3:2].[OH-].[Na+]>CO>[C:1]([O:5][C:6]([N:8]1[CH2:12][C@@H:11]([OH:13])[CH2:10][C@@H:9]1[C:16]([O:18][CH3:19])=[O:17])=[O:7])([CH3:4])([CH3:3])[CH3:2] |f:1.2|. Procedure: To a solution of (2R,4S)-1-t-butoxycarbonyl-4-formyloxy-2-methoxycarbonylpyrrolidine (2.08 g: 7.6 mmole) in methanol (21.0 ml), aqueous 1N-sodium hydroxide (7.6 ml) is added under ice cooling. The mixture is stirred at the same temperature for 25 minutes to give (2R,4S)-1-t-butoxycarbonyl-4-hydroxy-2-methoxycarbonylpyrrolidine (1.86 g). Yield: 100%. Colorless oil. NMR δ(CDCl3) ppm: 1.44(d, J=9.2 Hz, 9H), 1.9 to 2.4(m, 2H), 3.4 to 3.7(m, 2H), 3.74 (s, 3H), 4.3 to 4.6(m, 2H). The reactants are C(C)(C)(C)OC(=O)N1[C@H](C(=O)O)CC(C1)(C)CC=C (N-tertbutoxycarbonyl-4-allyl-4-methylproline). Reagents/catalysts: [Pd] (Pd on carbon). The solvent is CO (methanol). The product is C(C)(C)(C)OC(=O)N1[C@H](C(=O)O)CC(C1)(C)CCC (N-tert-butoxycarbonyl 4-propyl-4-methylproline). Reaction SMILES: [C:1]([O:5][C:6]([N:8]1[CH2:15][C:14]([CH2:17][CH:18]=[CH2:19])([CH3:16])[CH2:13][C@H:9]1[C:10]([OH:12])=[O:11])=[O:7])([CH3:4])([CH3:3])[CH3:2]>CO.[Pd]>[C:1]([O:5][C:6]([N:8]1[CH2:15][C:14]([CH2:17][CH2:18][CH3:19])([CH3:16])[CH2:13][C@H:9]1[C:10]([OH:12])=[O:11])=[O:7])([CH3:4])([CH3:3])[CH3:2]. Reported procedure: A solution of N-tertbutoxycarbonyl-4-allyl-4-methylproline (400 mg, 1.48 mmol) (see Example II Step 4) and 10% Pd on carbon (400 mg) in methanol (20 mL) was hydrogenated at 50 psi for 4 hours. The mixture was filtered and concentrated. Starting materials: CN1CCCCC1 (N-methylpiperidine), ClC1=CC=C(COCC(C)N)C=C1 (2-(4-chlorobenzyloxy)-1-methylethylamine), C(C)(C)OC(=O)N[C@@H](C(C)C)C(=O)O (N-isopropoxycarbonyl-L-valine), ClC(=O)OCC(C)C (isobutyl chloroformate). Solvent: C(Cl)Cl (methylene chloride), O (Water). Run at temperature -20 celsius, time 1 hour. The product is ClC1=CC=C(COCC(C)NC([C@@H](NC(=O)OC(C)C)C(C)C)=O)C=C1 (N1 -[2-(4-chlorobenzyloxy)-1methylethyl]-N2 -isopropoxycarbonyl-L-valinamide). Yield: 47.5%. Reaction SMILES: CN1CCCCC1.[CH:8]([O:11][C:12]([NH:14][C@H:15]([C:19]([OH:21])=O)[CH:16]([CH3:18])[CH3:17])=[O:13])([CH3:10])[CH3:9].ClC(OCC(C)C)=O.[Cl:30][C:31]1[CH:42]=[CH:41][C:34]([CH2:35][O:36][CH2:37][CH:38]([NH2:40])[CH3:39])=[CH:33][CH:32]=1>C(Cl)Cl.O>[Cl:30][C:31]1[CH:32]=[CH:33][C:34]([CH2:35][O:36][CH2:37][CH:38]([NH:40][C:19](=[O:21])[C@H:15]([CH:16]([CH3:17])[CH3:18])[NH:14][C:12]([O:11][CH:8]([CH3:9])[CH3:10])=[O:13])[CH3:39])=[CH:41][CH:42]=1. Procedure details: 0.5 g of N-methylpiperidine was added to a solution containing 1 g of N-isopropoxycarbonyl-L-valine dissolved in 40 ml of methylene chloride, at -20° C. After the mixture was stirred for 15 minutes at the same temperature, 0.7 g of isobutyl chloroformate was added to the mixture at -40° C., and stirred for 1 hour at -20° C. 1 g of 2-(4-chlorobenzyloxy)-1-methylethylamine was added to this mixture at -60° C., and then the reaction mixture was allowed to sit and warm naturally to room temperature ... Starting materials: CS(C)=O, CN1CCC(O)(CN(C)C(=O)c2cccnc2Cl)CC1, [Na+], [Na], [OH-]. Product: CN1CCC2(CC1)CN(C)C(=O)c1cccnc1O2. RXN SMILES: [CH3:24][S:25]([CH3:26])=[O:27].[Cl:2][c:3]1[n:4][cH:5][cH:6][cH:7][c:8]1[C:9](=[O:10])[N:11]([CH3:12])[CH2:13][C:14]1([OH:21])[CH2:15][CH2:16][N:17]([CH3:20])[CH2:18][CH2:19]1.[Na+:23].[Na:1].[OH-:22]>>[c:3]12[n:4][cH:5][cH:6][cH:7][c:8]1[C:9](=[O:10])[N:11]([CH3:12])[CH2:13][C:14]1([CH2:15][CH2:16][N:17]([CH3:20])[CH2:18][CH2:19]1)[O:21]2. Reactants: CI (methyl iodide), C(C(C)C)OC=1C(=NSN1)C=1C=NC=CC1 (3-(4-isobutoxy-1,2,5-thiadiazol-3-yl)pyridine). Run in CC(=O)C (acetone). Reaction conditions: time 18 hour. Product: [I-].C(C(C)C)OC=1C(=NSN1)C=1C=[N+](C=CC1)C (3-(4-isobutoxy-1,2,5-thiadiazol-3-yl)-1-methylpyridinium iodide). RXN SMILES: [CH3:1][I:2].[CH2:3]([O:7][C:8]1[C:9]([C:13]2[CH:14]=[N:15][CH:16]=[CH:17][CH:18]=2)=[N:10][S:11][N:12]=1)[CH:4]([CH3:6])[CH3:5]>CC(C)=O>[I-:2].[CH2:3]([O:7][C:8]1[C:9]([C:13]2[CH:14]=[N+:15]([CH3:1])[CH:16]=[CH:17][CH:18]=2)=[N:10][S:11][N:12]=1)[CH:4]([CH3:6])[CH3:5] |f:3.4|. Reported procedure: A mixture of methyl iodide (0.6 ml, 10 mmol) and 3-(4-isobutoxy-1,2,5-thiadiazol-3-yl)pyridine (588 mg, 2.5 mmol) in acetone (5 ml) was stirred at room temperature for 18 h. The title compound precipitated from the solution and was collected by filtration to yield 0.88 g (87%).